This data is from the Open Reaction Database (ORD), a public repository of structured organic reaction records. The task is: describe an organic reaction: reactants, conditions, products, and yield Reactants: Cl.[N+](=O)([O-])[C@](N(C1=CC=CC=C1)[N+](=O)[O-])(CCCCN)C(=O)O (dinitrophenyl-L-lysine hydrochloride), C(CN(CC(=O)O)CC(=O)O)N(CC(=O)O)CC(=O)O (EDTA), N-succinimidyl-6-maleimidohexanoate, CN(C=O)C (N,N-dimethylformamide). The solvent is P(=O)([O-])([O-])[O-].[Na+].[Na+].[Na+] (sodium phosphate). Yields the product C1(C=CC(N1)=O)=O.[N+](=O)([O-])[C@](N(C1=CC=CC=C1)[N+](=O)[O-])(CCCCN)C(=O)O (maleimide dinitrophenyl-L-lysine). RXN SMILES: Cl.[N+:2]([C@@:5]([C:21]([OH:23])=[O:22])([CH2:16][CH2:17][CH2:18][CH2:19][NH2:20])[N:6]([N+:13]([O-:15])=[O:14])[C:7]1[CH:12]=[CH:11][CH:10]=[CH:9][CH:8]=1)([O-:4])=[O:3].C(N(CC(O)=O)CC(O)=O)CN(CC(O)=O)CC(O)=[O:29].C[N:45]([CH3:48])[CH:46]=[O:47]>P([O-])([O-])([O-])=O.[Na+].[Na+].[Na+]>[C:46]1(=[O:47])[NH:45][C:48](=[O:29])[CH:16]=[CH:5]1.[N+:2]([C@@:5]([C:21]([OH:23])=[O:22])([CH2:16][CH2:17][CH2:18][CH2:19][NH2:20])[N:6]([N+:13]([O-:15])=[O:14])[C:7]1[CH:8]=[CH:9][CH:10]=[CH:11][CH:12]=1)([O-:4])=[O:3] |f:0.1,4.5.6.7,8.9|. Reported procedure: An aliquot (1.5 ml) of 5.5 mM dinitrophenyl-L-lysine hydrochloride in 0.1M sodium phosphate buffer, pH 7.0, containing 5 mM EDTA was incubated with 0.15 ml of 5.5 mM N-succinimidyl-6-maleimidohexanoate in N,N-dimethylformamide at 30° C. for 30 minutes.